This data is from the Open Reaction Database (ORD), a public repository of structured organic reaction records. The task is: describe an organic reaction: reactants, conditions, products, and yield The reactants are CC=1C(=C(SC1C)C(=O)O)N (methyl 3-amino-5-methylthiophene-2-carboxylic acid), NC(=O)N (urea), [OH-].[Na+] (sodium hydroxide). Solvent: C(C)(=O)O (acetic acid). Conditions: temperature 180 celsius, time 2.5 hour. Yields the product CC1=CC=2N=C(N=C(C2S1)O)O (6-methylthieno[3,2-d]pyrimidine-2,4-diol). Isolated yield 60.3%. As a reaction SMILES: C[C:2]1[C:3]([NH2:11])=[C:4]([C:8](O)=[O:9])[S:5][C:6]=1[CH3:7].[NH2:12][C:13](N)=[O:14].[OH-].[Na+]>C(O)(=O)C>[CH3:7][C:6]1[S:5][C:4]2[C:8]([OH:9])=[N:12][C:13]([OH:14])=[N:11][C:3]=2[CH:2]=1 |f:2.3|. Procedure details: A mixture of methyl 3-amino-5-methylthiophene-2-carboxylic acid (1.2 g) and urea (2.2 g) was stirred at 180° C. for 2.5 h. The mixture was left stand for cooling to room temperature, followed by 1 M aqueous sodium hydroxide (20 mL), the solids were dissolved, and the mixture was neutralized with acetic acid. The precipitated crystals were collected by filtration to obtain 6-methylthieno[3,2-d]pyrimidine-2,4-diol (0.77 g). (2) To a mixture of 6-methylthieno[3,2-d]pyrimidine-2,4-diol (0.77 g) and ... The product is C(C1=CC=CC=C1)OC(=O)N1C2C(C(C1)COC1=CC(=C(C=C1)F)F)N(CC2)C(C(C(C)(C)C)N)=O (4-(2-Amino-3,3-dimethyl-butyryl)-3-(3,4-difluoro-phenoxymethyl)-hexahydro-pyrrolo[3,2-b]pyrrole-1-carboxylic acid benzyl ester). Solvent: C(Cl)Cl (DCM). Reactants: C(C1=CC=CC=C1)OC(=O)N1C2C(C(C1)COC1=CC(=C(C=C1)F)F)N(CC2)C(C(C(C)(C)C)NC(=O)OC(C)(C)C)=O (4-(2-tert-Butoxycarbonylamino-3,3-dimethyl-butyryl)-3-(3,4-difluoro-phenoxymethyl)-hexahydro-pyrrolo [3,2-b]pyrrole-1-carboxylic acid benzyl ester), C(=O)(C(F)(F)F)O (TFA). Isolated yield 88.8%. Procedure: A solution of carbamate 81 (542 g, 0.90 mmol) in DCM (10 mL) was treated with TFA (3 mL) at 0° C. After 20 min, the reaction mixture was warmed to ambient temperature. After 1 h, the solution was concentrated, diluted with EtOAc, washed successively with saturated aqueous NaHCO3, and brine, dried over anhydrous Na2SO4, and filtered. The aqueous phase was back-extracted with DCM and the combined organic extracts were concentrated to afford 82 (401 mg, 89%) as a light yellow-colored foam was used ... RXN SMILES: [CH2:1]([O:8][C:9]([N:11]1[CH2:15][CH:14]([CH2:16][O:17][C:18]2[CH:23]=[CH:22][C:21]([F:24])=[C:20]([F:25])[CH:19]=2)[CH:13]2[N:26]([C:29](=[O:43])[CH:30]([NH:35]C(OC(C)(C)C)=O)[C:31]([CH3:34])([CH3:33])[CH3:32])[CH2:27][CH2:28][CH:12]12)=[O:10])[C:2]1[CH:7]=[CH:6][CH:5]=[CH:4][CH:3]=1.C(O)(C(F)(F)F)=O>C(Cl)Cl>[CH2:1]([O:8][C:9]([N:11]1[CH2:15][CH:14]([CH2:16][O:17][C:18]2[CH:23]=[CH:22][C:21]([F:24])=[C:20]([F:25])[CH:19]=2)[CH:13]2[N:26]([C:29](=[O:43])[CH:30]([NH2:35])[C:31]([CH3:32])([CH3:34])[CH3:33])[CH2:27][CH2:28][CH:12]12)=[O:10])[C:2]1[CH:3]=[CH:4][CH:5]=[CH:6][CH:7]=1. Reaction conditions: time 20 minute. Starting materials: C(C1=CC=CC=C1)OC(=O)NC=1C(N(C(=CC1)CCC1=CC=CC=C1)CC(=O)NC(C(C(F)(F)F)O)C(C)C)=O (2-(3-benzyloxycarbonylamino-2-oxo-6-phenethyl-1,2-dihydro-1-pyridyl)-N-(3,3,3-trifluoro-2-hydroxy-1-isopropylpropyl)acetamide). Reported procedure: Using a similar procedure to that described in Example 1, using ethyl acetate:dichloromethane (5:95) as the chromatography solvent, 2-(3-benzyloxycarbonylamino-2-oxo-6-phenethyl-1,2-dihydro-1-pyridyl)-N-(3,3,3-trifluoro-2-hydroxy-1-isopropylpropyl)acetamide was oxidized to afford the title product; HPLC: tR =6.16, FR=2.0, column A, water:acetonitrile (2:3); MS: m/z=558(M+1). Analysis for C29H30F3N3O5 : Product: C(C1=CC=CC=C1)OC(=O)NC=1C(N(C(=CC1)CCC1=CC=CC=C1)CC(=O)NC(C(C(F)(F)F)=O)C(C)C)=O (2-(3-Benzyloxycarbonylamino-2-oxo-6-phenethyl-1,2-dihydro-1-pyridyl)-N-(3,3,3-trifluoro-1-isopropyl-2-oxopropyl)acetamide). RXN SMILES: [CH2:1]([O:8][C:9]([NH:11][C:12]1[C:13](=[O:40])[N:14]([CH2:26][C:27]([NH:29][CH:30]([CH:37]([CH3:39])[CH3:38])[CH:31]([OH:36])[C:32]([F:35])([F:34])[F:33])=[O:28])[C:15]([CH2:18][CH2:19][C:20]2[CH:25]=[CH:24][CH:23]=[CH:22][CH:21]=2)=[CH:16][CH:17]=1)=[O:10])[C:2]1[CH:7]=[CH:6][CH:5]=[CH:4][CH:3]=1>C(OCC)(=O)C.ClCCl>[CH2:1]([O:8][C:9]([NH:11][C:12]1[C:13](=[O:40])[N:14]([CH2:26][C:27]([NH:29][CH:30]([CH:37]([CH3:38])[CH3:39])[C:31](=[O:36])[C:32]([F:35])([F:34])[F:33])=[O:28])[C:15]([CH2:18][CH2:19][C:20]2[CH:21]=[CH:22][CH:23]=[CH:24][CH:25]=2)=[CH:16][CH:17]=1)=[O:10])[C:2]1[CH:3]=[CH:4][CH:5]=[CH:6][CH:7]=1 |f:1.2|. Run in C(C)(=O)OCC.ClCCl (ethyl acetate dichloromethane). Procedure details: A mixture of 8-butyl-1,4-dioxa-8-azaspiro[4,5]decane (27.8 g, 140 mmol) and hydrochloric acid (8 M, 350 ml) was refluxed for 15 h. The mixture was evaporated and sodium hydroxide (200 ml, 1 M) was added. The mixture was extracted twice with diethyl ether (150 ml). The crude product was purified by column chromaography using dichloromethane, methanol, aqueous ammonia (89:10:1). The pure product was isolated as an oil. Yield 10.5 g, 48%. Run in Cl (hydrochloric acid). The reactants are C(CCC)N1CCC2(OCCO2)CC1 (8-butyl-1,4-dioxa-8-azaspiro[4,5]decane). The product is C(CCC)N1CCC(CC1)=O (1-Butyl-4-piperidone). As a reaction SMILES: [CH2:1]([N:5]1[CH2:14][CH2:13][C:8]2(OCC[O:9]2)[CH2:7][CH2:6]1)[CH2:2][CH2:3][CH3:4]>Cl>[CH2:1]([N:5]1[CH2:14][CH2:13][C:8](=[O:9])[CH2:7][CH2:6]1)[CH2:2][CH2:3][CH3:4]. The reactants are NC1=CC(=NN1C(=O)OC(C)(C)C)CCC1=CC(=CC(=C1)OC)OC (tert-butyl 5-amino-3-[2-(3,5-dimethoxyphenyl)ethyl]pyrazole-1-carboxylate), N1=CC=CC=C1 (pyridine), C(C(=O)Cl)(=O)Cl (Oxalyl chloride), CN(C)CC1=CC=C(C(=O)O)C=C1 (4-(dimethylaminomethyl)benzoic acid), C(=O)(C(F)(F)F)O (TFA). The reagents and catalysts are CN(C)C=O (DMF). The solvent is C(Cl)Cl (DCM), C(Cl)Cl (DCM), C(Cl)Cl (DCM). Run at time 1.5 hour. The product is COC=1C=C(C=C(C1)OC)CCC1=CC(=NN1)NC(C1=CC=C(C=C1)CN(C)C)=O (N-[5-[2-(3,5-Dimethoxyphenyl)ethyl]-1H-pyrazol-3-yl]-4-(dimethylaminomethyl)benzamide). The yield is 28.4%. Reaction SMILES: C(Cl)(=O)C(Cl)=O.[CH3:7][N:8]([CH2:10][C:11]1[CH:19]=[CH:18][C:14]([C:15]([OH:17])=O)=[CH:13][CH:12]=1)[CH3:9].[NH2:20][C:21]1[N:25](C(OC(C)(C)C)=O)[N:24]=[C:23]([CH2:33][CH2:34][C:35]2[CH:40]=[C:39]([O:41][CH3:42])[CH:38]=[C:37]([O:43][CH3:44])[CH:36]=2)[CH:22]=1.N1C=CC=CC=1.C(O)(C(F)(F)F)=O>C(Cl)Cl.CN(C=O)C>[CH3:42][O:41][C:39]1[CH:40]=[C:35]([CH2:34][CH2:33][C:23]2[NH:24][N:25]=[C:21]([NH:20][C:15](=[O:17])[C:14]3[CH:13]=[CH:12][C:11]([CH2:10][N:8]([CH3:7])[CH3:9])=[CH:19][CH:18]=3)[CH:22]=2)[CH:36]=[C:37]([O:43][CH3:44])[CH:38]=1. Procedure: Oxalyl chloride (61 μl, 0.69 mmol, 1.1 eq) was added dropwise to 4-(dimethylaminomethyl)benzoic acid (113 mg, 0.63 mmol, 1 eq) in DCM (2.5 ml) containing 1 drop of DMF. After stirring at ambient temperature for 1.5 h, a solution of tert-butyl 5-amino-3-[2-(3,5-dimethoxyphenyl)ethyl]pyrazole-1-carboxylate (196 mg, 0.56 mmol, 0.9 eq) and pyridine (137 μL, 1.69 mmol, 2.70 eq) in DCM (2 ml) was added to the reaction mixture and stirring was continued at ambient temperature for a further 2 h. A solut... The reactants are C1CCOC1, Cc1cc(-c2ccc(C(F)(F)F)cc2)cc(-c2ccnc(-c3cccc(S(=O)(=O)Cl)c3)c2)n1, CCOC(C)=O, CC(C)(N)CO. The product is Cc1cc(-c2ccc(C(F)(F)F)cc2)cc(-c2ccnc(-c3cccc(S(=O)(=O)NC(C)(C)CO)c3)c2)n1. Reaction SMILES: [CH2:40]1[O:41][CH2:42][CH2:43][CH2:44]1.[CH3:1][c:2]1[cH:3][c:4](-[c:24]2[cH:25][cH:26][c:27]([C:30]([F:31])([F:32])[F:33])[cH:28][cH:29]2)[cH:5][c:6](-[c:8]2[cH:9][c:10](-[c:14]3[cH:15][c:16]([S:20](=[O:21])(=[O:22])[Cl:23])[cH:17][cH:18][cH:19]3)[n:11][cH:12][cH:13]2)[n:7]1.[CH3:45][CH2:46][O:47][C:48]([CH3:49])=[O:50].[NH2:34][C:35]([CH2:36][OH:37])([CH3:38])[CH3:39]>>[CH3:1][c:2]1[cH:3][c:4](-[c:24]2[cH:25][cH:26][c:27]([C:30]([F:31])([F:32])[F:33])[cH:28][cH:29]2)[cH:5][c:6](-[c:8]2[cH:9][c:10](-[c:14]3[cH:15][c:16]([S:20](=[O:21])(=[O:22])[NH:34][C:35]([CH2:36][OH:37])([CH3:38])[CH3:39])[cH:17][cH:18][cH:19]3)[n:11][cH:12][cH:13]2)[n:7]1. Reactants: Cc1ccccc1, Nc1ccccn1, O=Cc1ccc(O)cc1. The product is Oc1ccc(CNc2ccccn2)cc1. As a reaction SMILES: [CH3:17][c:18]1[cH:19][cH:20][cH:21][cH:22][cH:23]1.[NH2:10][c:11]1[n:12][cH:13][cH:14][cH:15][cH:16]1.[OH:1][c:2]1[cH:3][cH:4][c:5]([CH:6]=[O:7])[cH:8][cH:9]1>>[OH:1][c:2]1[cH:3][cH:4][c:5]([CH2:6][NH:10][c:11]2[n:12][cH:13][cH:14][cH:15][cH:16]2)[cH:8][cH:9]1. Starting materials: CN1C2=C(C=3C=C(C=CC13)O)CCC2=NCC#C (4-methyl-3-(2-propynyl)imino-1,2,3,4-tetrahydrocyclopent[b]indol-7-ol), N12CCCCCC2=NCCC1 (1,8-diazabicyclo[5.4.0]undec-7-ene), CN=C=O (methyl isocyanate). Solvent: C(Cl)Cl (CH2Cl2), C(Cl)Cl (CH2Cl2). Conditions: time 1 hour. Product: CNC(OC1=CC=2C3=C(N(C2C=C1)C)C(CC3)=NCC#C)=O (4-methyl-3-(2-propynyl)imino-1,2,3,4-tetrahydrocyclopent[b]indol-7-yl methylcarbamate). The yield is 29.0%. RXN SMILES: [CH3:1][N:2]1[C:10]2[CH:9]=[CH:8][C:7]([OH:11])=[CH:6][C:5]=2[C:4]2[CH2:12][CH2:13][C:14](=[N:15][CH2:16][C:17]#[CH:18])[C:3]1=2.N12CCCN=C1CCCCC2.[CH3:30][N:31]=[C:32]=[O:33]>C(Cl)Cl>[CH3:30][NH:31][C:32](=[O:33])[O:11][C:7]1[CH:8]=[CH:9][C:10]2[N:2]([CH3:1])[C:3]3[C:14](=[N:15][CH2:16][C:17]#[CH:18])[CH2:13][CH2:12][C:4]=3[C:5]=2[CH:6]=1. Procedure details: To a stirred solution of 4-methyl-3-(2-propynyl)imino-1,2,3,4-tetrahydrocyclopent[b]indol-7-ol (3.4 g) in CH2Cl2 (15.0 ml) was added 1,8-diazabicyclo[5.4.0]undec-7-ene (326 mg) followed by the dropwise addition of methyl isocyanate (0.8 g) in CH2Cl2 (5.0 ml). The reaction was monitored via TLC and after 1.0 hour, the solution was concentrated and the crude product was purified via flash chromatography eluting with hexane/acetone (2:1). The product which precipitated out of the pure fractions was... The reactants are C(C1=CC=CC=C1)OC(=O)NC1=CN=C(N(C1=O)CC(=O)O)C1=CC(=CC(=C1)F)F ([5-{[(benzyloxy)carbonyl]amino}-2-(3,5-difluorophenyl)-6-oxopyrimidin-1(6H)-yl]acetic acid), NC=1C=C2CC3(C(NC4=NC=CC=C43)=O)CC2=CC1 (5-amino-1,3-dihydrospiro[indene-2,3′-pyrrolo[2,3-b]pyridin]-2′(1′H)-one), C=1C=CC2=C(C1)N=NN2O (HOBT), C(CCl)Cl (EDC). The solvent is CN(C)C=O (DMF). Reaction conditions: time 18 hour. Yields the product FC=1C=C(C=C(C1)F)C=1N(C(C(=CC1)NC(OCC1=CC=CC=C1)=O)=O)CC(NC=1C=C2CC3(C(NC4=NC=CC=C43)=O)CC2=CC1)=O (Benzyl (2-(3,5-difluorophenyl)-6-oxo-1-{2-oxo-2-[(2′-oxo-1,1′,2′,3-tetrahydrospiro[indene-2,3′-pyrrolo[2,3-b]pyridin]-5-yl)amino]ethyl}-1,6-dihydropyridin-5-yl)carbamate). Reaction SMILES: [CH2:1]([O:8][C:9]([NH:11][C:12]1[C:17](=[O:18])[N:16]([CH2:19][C:20](O)=[O:21])[C:15]([C:23]2[CH:28]=[C:27]([F:29])[CH:26]=[C:25]([F:30])[CH:24]=2)=N[CH:13]=1)=[O:10])[C:2]1[CH:7]=[CH:6][CH:5]=[CH:4][CH:3]=1.[NH2:31][C:32]1[CH:33]=[C:34]2[C:47](=[CH:48][CH:49]=1)[CH2:46][C:36]1([C:44]3[C:39](=[N:40][CH:41]=[CH:42][CH:43]=3)[NH:38][C:37]1=[O:45])[CH2:35]2.[CH:50]1C=CC2N(O)N=NC=2C=1.C(Cl)CCl>CN(C=O)C>[F:30][C:25]1[CH:24]=[C:23]([C:15]2[N:16]([CH2:19][C:20](=[O:21])[NH:31][C:32]3[CH:33]=[C:34]4[C:47](=[CH:48][CH:49]=3)[CH2:46][C:36]3([C:44]5[C:39](=[N:40][CH:41]=[CH:42][CH:43]=5)[NH:38][C:37]3=[O:45])[CH2:35]4)[C:17](=[O:18])[C:12]([NH:11][C:9](=[O:10])[O:8][CH2:1][C:2]3[CH:7]=[CH:6][CH:5]=[CH:4][CH:3]=3)=[CH:13][CH:50]=2)[CH:28]=[C:27]([F:29])[CH:26]=1. Reported procedure: A mixture of [5-{[(benzyloxy)carbonyl]amino}-2-(3,5-difluorophenyl)-6-oxopyrimidin-1(6H)-yl]acetic acid (91 mg, 0.22 mmol) [Veale et al. (1995) J. Med. Chem. 38, 98], 5-amino-1,3-dihydrospiro[indene-2,3′-pyrrolo[2,3-b]pyridin]-2′(1′H)-one (50 mg, 0.20 mmol) [Bell et al. WO 2006/031610], HOBT (34 mg, 0.22 mmol), and EDC (42 mg, 0.22 mmol) in DMF (2 mL) is stirred at ambient temperature for 18 h. The reaction mixture is purified directly by HPLC using a reversed phase C18 column and eluting with a...